From a dataset of the Open Reaction Database (ORD), a public repository of structured organic reaction records. describe an organic reaction: reactants, conditions, products, and yield Starting materials: O=C(O)c1cccc(Cl)c1, Cc1cccc(-c2sc(C)nc2C(=O)N2CC3CC3C2CN)c1. Product: Cc1cccc(-c2sc(C)nc2C(=O)N2CC3CC3C2CNC(=O)c2cccc(Cl)c2)c1. RXN SMILES: [Cl:24][c:25]1[cH:26][c:27]([C:28](=[O:29])[OH:30])[cH:31][cH:32][cH:33]1.[NH2:1][CH2:2][CH:3]1[CH:4]2[CH2:5][CH:6]2[CH2:7][N:8]1[C:9](=[O:10])[c:11]1[n:12][c:13]([CH3:23])[s:14][c:15]1-[c:16]1[cH:17][c:18]([CH3:22])[cH:19][cH:20][cH:21]1>>[NH:1]([CH2:2][CH:3]1[CH:4]2[CH2:5][CH:6]2[CH2:7][N:8]1[C:9](=[O:10])[c:11]1[n:12][c:13]([CH3:23])[s:14][c:15]1-[c:16]1[cH:17][c:18]([CH3:22])[cH:19][cH:20][cH:21]1)[C:28]([c:27]1[cH:26][c:25]([Cl:24])[cH:33][cH:32][cH:31]1)=[O:29]. The reactants are COC=1C=C(CC2N(CCC3=CC(=C(C=C23)O)OC)CC(=O)NC2CCC3=CC=CC=C23)C=CC1OC (2-[1-(3,4-dimethoxy-benzyl)-7-hydroxy-6-methoxy-3,4-dihydro-1H-isoquinolin-2-yl]-N-(indan-1-yl)-acetamide), BrCCF (1-bromo-2-fluoro-ethane). The product is COC=1C=C(CC2N(CCC3=CC(=C(C=C23)OCCF)OC)CC(=O)NC2CCC3=CC=CC=C23)C=CC1OC (2-[1-(3,4-dimethoxy-benzyl)-7-(2-fluoro-ethoxy)-6-methoxy-3,4-dihydro-1H-isoquinolin-2-yl]-N-(indan-1-yl)-acetamide). As a reaction SMILES: [CH3:1][O:2][C:3]1[CH:4]=[C:5]([CH:33]=[CH:34][C:35]=1[O:36][CH3:37])[CH2:6][CH:7]1[C:16]2[C:11](=[CH:12][C:13]([O:18][CH3:19])=[C:14]([OH:17])[CH:15]=2)[CH2:10][CH2:9][N:8]1[CH2:20][C:21]([NH:23][CH:24]1[C:32]2[C:27](=[CH:28][CH:29]=[CH:30][CH:31]=2)[CH2:26][CH2:25]1)=[O:22].Br[CH2:39][CH2:40][F:41]>>[CH3:1][O:2][C:3]1[CH:4]=[C:5]([CH:33]=[CH:34][C:35]=1[O:36][CH3:37])[CH2:6][CH:7]1[C:16]2[C:11](=[CH:12][C:13]([O:18][CH3:19])=[C:14]([O:17][CH2:39][CH2:40][F:41])[CH:15]=2)[CH2:10][CH2:9][N:8]1[CH2:20][C:21]([NH:23][CH:24]1[C:32]2[C:27](=[CH:28][CH:29]=[CH:30][CH:31]=2)[CH2:26][CH2:25]1)=[O:22]. Reported procedure: prepared by reaction of 2-[1-(3,4-dimethoxy-benzyl)-7-hydroxy-6-methoxy-3,4-dihydro-1H-isoquinolin-2-yl]-N-(indan-1-yl)-acetamide with 1-bromo-2-fluoro-ethane Starting materials: CC1(C)CCC(C)(C2=CC=CC2)C2=C1C=CC2, C1CCNC1, CC(C)=O, CO. Yields the product CC(C)=C1C=CC(C2(C)CCC(C)(C)C3=C2CC=C3)=C1. RXN SMILES: [C:1]1([C:6]2([CH3:17])[CH2:7][CH2:8][C:9]([CH3:15])([CH3:16])[C:10]3=[C:14]2[CH2:13][CH:12]=[CH:11]3)=[CH:2][CH:3]=[CH:4][CH2:5]1.[CH2:22]1[CH2:23][NH:24][CH2:25][CH2:26]1.[CH3:18][C:19]([CH3:20])=[O:21].[CH3:27][OH:28]>>[C:1]1([C:6]2([CH3:17])[CH2:7][CH2:8][C:9]([CH3:15])([CH3:16])[C:10]3=[C:14]2[CH2:13][CH:12]=[CH:11]3)=[CH:2][C:3](=[C:19]([CH3:18])[CH3:20])[CH:4]=[CH:5]1. Starting materials: C(O)([O-])=O.[Na+] (sodium hydrogencarbonate), COC([C@@H](NC(=O)C=1NC2=C(C=C(C=C2C1)OCCOC)N(S(=O)(=O)C1=NC=CC=C1)C)CSCC1=CC=CC=C1)=O (S-benzyl-N-({5-(2-methoxyethoxy)-7-[methyl(pyridin-2-ylsulfonyl)amino]-1H-indol-2-yl}carbonyl)-L-cysteine methyl ester), C1(=CC=CC=C1)SC (thioanisole), C1(=CC=CC=C1)P(C1=CC=CC=C1)(C1=CC=CC=C1)=O (triphenylphosphine oxide), FC(S(=O)(=O)OS(=O)(=O)C(F)(F)F)(F)F (trifluoromethanesulfonic anhydride). Reaction SMILES: C1(P(=O)(C2C=CC=CC=2)C2C=CC=CC=2)C=CC=CC=1.FC(F)(F)S(OS(C(F)(F)F)(=O)=O)(=O)=O.[CH3:36][O:37][C:38](=[O:77])[C@H:39]([CH2:68][S:69]CC1C=CC=CC=1)[NH:40][C:41]([C:43]1[NH:44][C:45]2[C:50]([CH:51]=1)=[CH:49][C:48]([O:52][CH2:53][CH2:54][O:55][CH3:56])=[CH:47][C:46]=2[N:57]([CH3:67])[S:58]([C:61]1[CH:66]=[CH:65][CH:64]=[CH:63][N:62]=1)(=[O:60])=[O:59])=O.C1(SC)C=CC=CC=1.C(=O)([O-])O.[Na+]>ClCCl>[CH3:56][O:55][CH2:54][CH2:53][O:52][C:48]1[CH:49]=[C:50]2[C:45](=[C:46]([N:57]([CH3:67])[S:58]([C:61]3[CH:66]=[CH:65][CH:64]=[CH:63][N:62]=3)(=[O:60])=[O:59])[CH:47]=1)[NH:44][C:43]([C:41]1[S:69][CH2:68][C@@H:39]([C:38]([O:37][CH3:36])=[O:77])[N:40]=1)=[CH:51]2 |f:4.5|. Reaction conditions: temperature 0 celsius, time 30 minute. Yields the product COCCOC=1C=C2C=C(NC2=C(C1)N(S(=O)(=O)C1=NC=CC=C1)C)C=1SC[C@H](N1)C(=O)OC (methyl (4R)-2-{5-(2-methoxyethoxy)-7-[methyl(pyridin-2-ylsulfonyl)amino]-1H-indol-2-yl}-4,5-dihydro-1,3-thiazole-4-carboxylate). The yield is 87.3%. Solvent: ClCCl (dichloromethane), ClCCl (dichloromethane), ClCCl (dichloromethane). Procedure details: To a solution of triphenylphosphine oxide (8.9 g) in dichloromethane (12 mL) was added dropwise trifluoromethanesulfonic anhydride (3.9 mL) at 0° C., and the mixture was stirred for 30 min at 0° C. The obtained suspension was diluted with dichloromethane (38 mL), and a solution of S-benzyl-N-({5-(2-methoxyethoxy)-7-[methyl(pyridin-2-ylsulfonyl)amino]-1H-indol-2-yl}carbonyl)-L-cysteine methyl ester (3.2 g) and thioanisole (5.0 mL) in dichloromethane (50 mL) was added. The reaction mixture was sti... Starting materials: ClCCl, CO, CCCCC(=O)CCC(C)=O. The product is CCCCC(=O)CCC(C)O. RXN SMILES: [CH2:14]([Cl:15])[Cl:16].[CH3:12][OH:13].[CH3:1][C:2]([CH2:3][CH2:4][C:5]([CH2:6][CH2:7][CH2:8][CH3:9])=[O:10])=[O:11]>>[CH3:1][CH:2]([CH2:3][CH2:4][C:5]([CH2:6][CH2:7][CH2:8][CH3:9])=[O:10])[OH:11]. Starting materials: NC1CCC2CN(Cc3ccccc3)CC12, O=S(=O)(Cl)c1ccc(C(F)(F)F)cc1, O=S(=O)(Cl)c1cccc(C(F)(F)F)c1. Product: NC1CCC2CN(S(=O)(=O)c3ccc(C(F)(F)F)cc3)CC12. RXN SMILES: [CH2:1]([c:2]1[cH:3][cH:4][cH:5][cH:6][cH:7]1)[N:8]1[CH2:9][CH:10]2[CH:11]([CH2:12]1)[CH:13]([NH2:16])[CH2:14][CH2:15]2.[F:17][C:18]([c:19]1[cH:20][cH:21][c:22]([S:25](=[O:26])(=[O:27])[Cl:28])[cH:23][cH:24]1)([F:29])[F:30].[F:31][C:32]([F:33])([F:34])[c:35]1[cH:36][c:37]([S:38]([Cl:39])(=[O:40])=[O:41])[cH:42][cH:43][cH:44]1>>[N:8]1([S:25]([c:22]2[cH:21][cH:20][c:19]([C:18]([F:17])([F:29])[F:30])[cH:24][cH:23]2)(=[O:26])=[O:27])[CH2:9][CH:10]2[CH:11]([CH2:12]1)[CH:13]([NH2:16])[CH2:14][CH2:15]2. Reactants: ClC1=CC2=C(SC3=C(C(C2)N2CCNCC2)C=CC=C3)C=C1 (1-(2-chloro-10,11-dihydro-dibenzo[b,f]thiepin-10-yl)-piperazine), C([O-])([O-])=O.[K+].[K+] (potassium carbonate), [I-].[K+] (potassium iodide), ClCCN1C(N(CC1)C)=O (β-chloroethyl-3-methyl-2-imidazolidinone). Procedure details: 8.3 g of 1-(2-chloro-10,11-dihydro-dibenzo[b,f]thiepin-10-yl)-piperazine are treated, together with 11.6 g of powdered potassium carbonate, 0.2 g of potassium iodide and 80 ml of toluene, with 8.6 g of β-chloroethyl-3-methyl-2-imidazolidinone and the mixture is heated under reflux for 20 hours. The mixture is then poured into water, the organic phase washed with water, dried over sodium sulphate and evaporated. There is obtained 1-[2-[4-(2-chloro-10,11-dihydro-dibenzo[b,f]thiepin-10-yl)-1-pipera... As a reaction SMILES: [Cl:1][C:2]1[CH:22]=[CH:21][C:5]2[S:6][C:7]3[CH:20]=[CH:19][CH:18]=[CH:17][C:8]=3[CH:9]([N:11]3[CH2:16][CH2:15][NH:14][CH2:13][CH2:12]3)[CH2:10][C:4]=2[CH:3]=1.C(=O)([O-])[O-].[K+].[K+].[I-].[K+].Cl[CH2:32][CH2:33][N:34]1[CH2:38][CH2:37][N:36]([CH3:39])[C:35]1=[O:40]>O.C1(C)C=CC=CC=1>[Cl:1][C:2]1[CH:22]=[CH:21][C:5]2[S:6][C:7]3[CH:20]=[CH:19][CH:18]=[CH:17][C:8]=3[CH:9]([N:11]3[CH2:12][CH2:13][N:14]([CH2:32][CH2:33][N:34]4[CH2:38][CH2:37][N:36]([CH3:39])[C:35]4=[O:40])[CH2:15][CH2:16]3)[CH2:10][C:4]=2[CH:3]=1 |f:1.2.3,4.5|. Solvent: O (water), C1(=CC=CC=C1)C (toluene). Product: ClC1=CC2=C(SC3=C(C(C2)N2CCN(CC2)CCN2C(N(CC2)C)=O)C=CC=C3)C=C1 (1-[2-[4-(2-chloro-10,11-dihydro-dibenzo[b,f]thiepin-10-yl)-1-piperazinyl]-ethyl]-3-methyl-2-imidazolidinone).